describe an organic reaction: reactants, conditions, products, and yield From a dataset of the Open Reaction Database (ORD), a public repository of structured organic reaction records. Starting materials: CO, CSc1nn2c(I)cnc2s1, O. The product is CS(=O)c1nn2c(I)cnc2s1. Reaction SMILES: [CH3:12][OH:13].[I:1][c:2]1[cH:3][n:4][c:5]2[s:6][c:7]([S:10][CH3:11])[n:8][n:9]12.[OH2:14]>>[I:1][c:2]1[cH:3][n:4][c:5]2[s:6][c:7]([S:10]([CH3:11])=[O:13])[n:8][n:9]12. Reaction conditions: time 5 hour. The product is C(=O)(O)CC1=CC=C(C=C1)NC(C(CN1C=NC=C1)NS(=O)(=O)C1=CC=C(C=C1)F)=O ((RS)-N-(4-(carboxymethyl)phenyl)-2-(4-fluorobenzenesulfonylamino)-3-(1H-imidazol-1-yl)propanamide). Run in C(C)O (ethanol). Procedure: 2N NaOH (1.085 ml) was added to a solution of (RS)-N-(4-(ethoxycarbonylmethyl)phenyl)-2-(4-fluorobenzenesulfonyl-amino)-3-(1H-imidazol-1-yl)propanamide (103 mg) in ethanol (5 ml) and the whole was stirred for 5 hours. The reaction mixture was concentrated under reduced pressure. The residue was dissolved in water, washed with ethyl acetate 3 times, neutralized by 2N HCl (1.085 ml), and then extracted with ethyl acetate. The combined ethyl acetate layers were washed with a saturated saline soluti... Reaction SMILES: [OH-].[Na+].C([O:5][C:6]([CH2:8][C:9]1[CH:14]=[CH:13][C:12]([NH:15][C:16](=[O:35])[CH:17]([NH:24][S:25]([C:28]2[CH:33]=[CH:32][C:31]([F:34])=[CH:30][CH:29]=2)(=[O:27])=[O:26])[CH2:18][N:19]2[CH:23]=[CH:22][N:21]=[CH:20]2)=[CH:11][CH:10]=1)=[O:7])C>C(O)C>[C:6]([CH2:8][C:9]1[CH:14]=[CH:13][C:12]([NH:15][C:16](=[O:35])[CH:17]([NH:24][S:25]([C:28]2[CH:29]=[CH:30][C:31]([F:34])=[CH:32][CH:33]=2)(=[O:27])=[O:26])[CH2:18][N:19]2[CH:23]=[CH:22][N:21]=[CH:20]2)=[CH:11][CH:10]=1)([OH:7])=[O:5] |f:0.1|. The reactants are [OH-].[Na+] (NaOH), C(C)OC(=O)CC1=CC=C(C=C1)NC(C(CN1C=NC=C1)NS(=O)(=O)C1=CC=C(C=C1)F)=O ((RS)-N-(4-(ethoxycarbonylmethyl)phenyl)-2-(4-fluorobenzenesulfonyl-amino)-3-(1H-imidazol-1-yl)propanamide). Yield: 35.4%. Starting materials: O.O.O.O.[N+](=O)([O-])[O-].[Ca+2].[N+](=O)([O-])[O-] (calcium nitrate tetrahydrate). The solvent is O (water). Yields the product [N+](=O)([O-])[O-].[Ca+2].[N+](=O)([O-])[O-] (Calcium nitrate). Reaction SMILES: O.O.O.O.[N+:5]([O-:8])([O-:7])=[O:6].[Ca+2:9].[N+:10]([O-:13])([O-:12])=[O:11]>O>[N+:5]([O-:8])([O-:7])=[O:6].[Ca+2:9].[N+:10]([O-:13])([O-:12])=[O:11] |f:0.1.2.3.4.5.6,8.9.10|. Procedure: 1.470 grams of calcium nitrate tetrahydrate are dissolved in de-ionised water and the solution is made up to 1 liter; Product: [N+](=O)([O-])C=1C=C(C=CC1)N1CCCCC1 (N-(3-nitrophenyl)piperidine). The reactants are C([O-])([O-])=O.[K+].[K+] (potassium carbonate), FC=1C=C(C=CC1)[N+](=O)[O-] (m-fluoronitrobenzene), N1CCCCC1 (piperidine). The solvent is C(C)(=O)OCC (ethyl acetate). RXN SMILES: F[C:2]1[CH:3]=[C:4]([N+:8]([O-:10])=[O:9])[CH:5]=[CH:6][CH:7]=1.[NH:11]1[CH2:16][CH2:15][CH2:14][CH2:13][CH2:12]1.C(=O)([O-])[O-].[K+].[K+]>C(OCC)(=O)C>[N+:8]([C:4]1[CH:3]=[C:2]([N:11]2[CH2:16][CH2:15][CH2:14][CH2:13][CH2:12]2)[CH:7]=[CH:6][CH:5]=1)([O-:10])=[O:9] |f:2.3.4|. Conditions: temperature 100 celsius, time 15 hour. Procedure details: A mixture of m-fluoronitrobenzene (9 g) and piperidine (40 ml) was heated with stirring at 100° C. for 15 hours and to the mixture were added ethyl acetate ester (100 ml) and aqueous saturated solution of potassium carbonate (100 ml). The organic layer was washed with water and dried over anhydrous sodium sulfate. The solvent was distilled off to obtain N-(3-nitrophenyl)piperidine (13.5 g) as a yellow oily compound. Starting materials: N#Cc1c(Cc2ccccc2)nn(C2CCCC2)c1N, [Cl-], Cl, O=C(O)c1ccncc1. Yields the product N#Cc1c(Cc2ccccc2)nn(C2CCCC2)c1NC(=O)c1ccncc1. Reaction SMILES: [CH:12]1([n:17]2[n:18][c:19]([CH2:25][c:26]3[cH:27][cH:28][cH:29][cH:30][cH:31]3)[c:20]([C:23]#[N:24])[c:21]2[NH2:22])[CH2:13][CH2:14][CH2:15][CH2:16]1.[Cl-:2].[ClH:1].[n:3]1[cH:4][cH:5][c:6]([C:9](=[O:10])[OH:11])[cH:7][cH:8]1>>[n:3]1[cH:4][cH:5][c:6]([C:9](=[O:11])[NH:22][c:21]2[n:17]([CH:12]3[CH2:13][CH2:14][CH2:15][CH2:16]3)[n:18][c:19]([CH2:25][c:26]3[cH:27][cH:28][cH:29][cH:30][cH:31]3)[c:20]2[C:23]#[N:24])[cH:7][cH:8]1. Reactants: Cl.N1C[C@H](CCC1)CNC(CCNC(CNC(CC(C1=CC=CC=C1)(C1=CC=CC=C1)C1=CC=CC=C1)=O)=O)=O (N-(2-{3-((3S)-3-piperidylmethyl)amino-3-oxopropyl}amino-2-oxoethyl)-3,3,3-triphenylpropanamide monohydrochloride), [Na] (sodium). Run in O1CCCC1 (tetrahydrofuran), CC(C=O)CC (2-methylbutanal), C(C)(=O)OCC (ethyl acetate). Conditions: time 2 hour. The product is CC(CN1C[C@H](CCC1)CNC(CCNC(CNC(CC(C1=CC=CC=C1)(C1=CC=CC=C1)C1=CC=CC=C1)=O)=O)=O)CC (N-(2-{3-({(3R)-1-(2-methylbutyl)-3-piperidyl}-methyl)amino-3-oxopropyl}amino-2-oxoethyl)-3,3,3-triphenylpropanamide). The yield is 149.1%. Reaction SMILES: Cl.[NH:2]1[CH2:7][CH2:6][CH2:5][C@H:4]([CH2:8][NH:9][C:10](=[O:40])[CH2:11][CH2:12][NH:13][C:14](=[O:39])[CH2:15][NH:16][C:17](=[O:38])[CH2:18][C:19]([C:32]2[CH:37]=[CH:36][CH:35]=[CH:34][CH:33]=2)([C:26]2[CH:31]=[CH:30][CH:29]=[CH:28][CH:27]=2)[C:20]2[CH:25]=[CH:24][CH:23]=[CH:22][CH:21]=2)[CH2:3]1.[Na]>O1CCCC1.CC(CC)C=O.C(OCC)(=O)C>[CH3:3][CH:4]([CH2:5][CH3:6])[CH2:8][N:2]1[CH2:7][CH2:6][CH2:5][C@H:4]([CH2:8][NH:9][C:10](=[O:40])[CH2:11][CH2:12][NH:13][C:14](=[O:39])[CH2:15][NH:16][C:17](=[O:38])[CH2:18][C:19]([C:20]2[CH:21]=[CH:22][CH:23]=[CH:24][CH:25]=2)([C:26]2[CH:31]=[CH:30][CH:29]=[CH:28][CH:27]=2)[C:32]2[CH:37]=[CH:36][CH:35]=[CH:34][CH:33]=2)[CH2:3]1 |f:0.1,^1:40|. Procedure: To a solution of 200 mg of N-(2-{3-((3S)-3-piperidylmethyl)amino-3-oxopropyl}amino-2-oxoethyl)-3,3,3-triphenylpropanamide monohydrochloride in 10 ml of tetrahydrofuran, 0.10 ml of 2-methylbutanal and 230 mg of sodium triacetoxyborohydrate were successively added at room temperature, followed by 2 hours' stirring at the same temperature. The reaction liquid was diluted with ethyl acetate, washed successively with saturated aqueous sodium bicarbonate solution and saturated saline solution, and dri... Reactants: C(C)(=O)NC1=C2CCC(CC2=CC=C1)N(CCC)CCC (5-acetylamino-2-di-n-propylamino-tetraline), C(C#C)Br (propargylbromide). The product is C(C)(=O)N(CC#C)C1=C2CCC(CC2=CC=C1)N(CCC)CCC (5-(N-Acetyl-N-propargyl-amino)-2-di-n-propylaminotetraline). Reaction SMILES: [C:1]([NH:4][C:5]1[CH:14]=[CH:13][CH:12]=[C:11]2[C:6]=1[CH2:7][CH2:8][CH:9]([N:15]([CH2:19][CH2:20][CH3:21])[CH2:16][CH2:17][CH3:18])[CH2:10]2)(=[O:3])[CH3:2].[CH2:22](Br)[C:23]#[CH:24]>>[C:1]([N:4]([C:5]1[CH:14]=[CH:13][CH:12]=[C:11]2[C:6]=1[CH2:7][CH2:8][CH:9]([N:15]([CH2:16][CH2:17][CH3:18])[CH2:19][CH2:20][CH3:21])[CH2:10]2)[CH2:24][C:23]#[CH:22])(=[O:3])[CH3:2]. Procedure details: Starting from 2.88 g (0.010 mol) of 5-acetylamino-2-di-n-propylamino-tetraline (Example 4.3.4) and 1.43 g (0.012 mol) of propargylbromide the title compound is obtained analogously to Example 4.7.1 in the form of a non-crystallising, extremely viscous oil in a yield of 2.33 g (71.4% of theory) and with an Rf value of 0.66 (solvent mixture as specified in 4.7.1). The reactants are C(C)(C)OC1=NC(=CC2=CC(=C(C=C12)OC)O)NC1=NNC(=C1)C (1-Isopropoxy-7-methoxy-3-(5-methyl-1H-pyrazol-3-ylamino)-isoquinolin-6-ol), ClC1CCOCC1 (4-chloro-tetrahydropyran). The product is C(C)(C)OC1=NC(=CC2=CC(=C(C=C12)OC)OC1CCOCC1)NC1=NNC(=C1)C ([1-Isopropoxy-7-methoxy-6-(tetrahydro-pyran-4-yloxy)-isoquinolin-3-yl]-(5-methyl-1H-pyrazol-3-yl)-amine). Reaction SMILES: [CH:1]([O:4][C:5]1[C:14]2[C:9](=[CH:10][C:11]([OH:17])=[C:12]([O:15][CH3:16])[CH:13]=2)[CH:8]=[C:7]([NH:18][C:19]2[CH:23]=[C:22]([CH3:24])[NH:21][N:20]=2)[N:6]=1)([CH3:3])[CH3:2].Cl[CH:26]1[CH2:31][CH2:30][O:29][CH2:28][CH2:27]1>>[CH:1]([O:4][C:5]1[C:14]2[C:9](=[CH:10][C:11]([O:17][CH:26]3[CH2:31][CH2:30][O:29][CH2:28][CH2:27]3)=[C:12]([O:15][CH3:16])[CH:13]=2)[CH:8]=[C:7]([NH:18][C:19]2[CH:23]=[C:22]([CH3:24])[NH:21][N:20]=2)[N:6]=1)([CH3:3])[CH3:2]. Procedure: Similar procedure as described in example 328 was used, starting from 1-Isopropoxy-7-methoxy-3-(5-methyl-1H-pyrazol-3-ylamino)-isoquinolin-6-ol and 4-chloro-tetrahydropyran to give [1-Isopropoxy-7-methoxy-6-(tetrahydro-pyran-4-yloxy)-isoquinolin-3-yl]-(5-methyl-1H-pyrazol-3-yl)-amine. LC-MS m/e 413(MH+). Reactants: CCCCCC (hexane), ClN1C(CCC1=O)=O (N-Chlorosuccinimide), ClC=1C=C2C(C(=C(OC2=CC1O)C)C1=CC=C(C=C1)OC)=O (6-chloro-7-hydroxy-3-(4-methoxy-phenyl)-2-methyl-chromen-4-one), O (water). The solvent is CN(C)C=O (DMF). Run at time 3 hour. Product: ClC=1C=C2C(C(=C(OC2=C(C1O)Cl)C)C1=CC=CC=C1)=O (6,8-dichloro-7-hydroxy-2-methyl-3-phenyl-chromen-4-one). Reaction SMILES: [Cl:1]N1C(=O)CCC1=O.[Cl:9][C:10]1[CH:11]=[C:12]2[C:17](=[CH:18][C:19]=1[OH:20])[O:16][C:15]([CH3:21])=[C:14]([C:22]1[CH:27]=[CH:26][C:25](OC)=[CH:24][CH:23]=1)[C:13]2=[O:30].O.CCCCCC>CN(C=O)C>[Cl:9][C:10]1[CH:11]=[C:12]2[C:17](=[C:18]([Cl:1])[C:19]=1[OH:20])[O:16][C:15]([CH3:21])=[C:14]([C:22]1[CH:27]=[CH:26][CH:25]=[CH:24][CH:23]=1)[C:13]2=[O:30]. Procedure details: N-Chlorosuccinimide (0.27 g, 2 mmol) was added to a solution of 6-chloro-7-hydroxy-3-(4-methoxy-phenyl)-2-methyl-chromen-4-one (0.29 g, 1 mmol) in DMF (4 ml) and the solution stirred for 3 hrs. and at 50° C. for ˜3 hrs. The resulting solution was poured into water (50 ml) and extracted with ethyl acetate (2×30 ml). The combined extracts were washed with water (5×50 ml) and saturated aqueous sodium chloride solution (30 ml). The solution was dried over anhydrous magnesium sulphate and concentrate... The reactants are NC1=CC(=NC(=N1)SCC1=C(C=CC=C1)F)N[C@@H](CO)C ((2R)-2-[[6-amino-2-[[(2-fluorophenyl)methyl]thio]4-pyrimidinyl]amino]-1-propanol), N(=O)[O-].[Na+] (sodium nitrite). Solvent: C(C)(=O)O (acetic acid), O (water). Reaction conditions: temperature 0 celsius, time 30 minute. The product is NC1=C(C(=NC(=N1)SCC1=C(C=CC=C1)F)N[C@@H](CO)C)N=O ((2R)-2[[6-amino-2-[[(2-fluorophenyl)methyl]thio]-5-nitroso4-pyrimidinyl]amino]-1-propanol). Isolated yield 43.9%. As a reaction SMILES: [NH2:1][C:2]1[N:7]=[C:6]([S:8][CH2:9][C:10]2[CH:15]=[CH:14][CH:13]=[CH:12][C:11]=2[F:16])[N:5]=[C:4]([NH:17][C@H:18]([CH3:21])[CH2:19][OH:20])[CH:3]=1.[N:22]([O-])=[O:23].[Na+]>C(O)(=O)C.O>[NH2:1][C:2]1[N:7]=[C:6]([S:8][CH2:9][C:10]2[CH:15]=[CH:14][CH:13]=[CH:12][C:11]=2[F:16])[N:5]=[C:4]([NH:17][C@H:18]([CH3:21])[CH2:19][OH:20])[C:3]=1[N:22]=[O:23] |f:1.2|. Procedure details: To a stirred solution of the product from example 4, step (c) (10 g) in acetic acid (300 ml) at room temperature was added a solution of sodium nitrite (2.24 g) in water (30 ml). The reaction was stirred at 0° C. for 30 min, and the resultant purple precipitate isolated by filtration, washing with water, to give the subtitled compound as a dark blue solid (4.8 g).